Dataset: the Open Reaction Database (ORD), a public repository of structured organic reaction records. Task: describe an organic reaction: reactants, conditions, products, and yield The reactants are ClC1=CC2=C(C(C3=NC=CC=C3CS2)N2CCN(CC2)C(=NC#N)SC)C=C1 (Methyl 4-(8-chloro-5,11-dihydro-[1]benzothiepino[4,3-b]pyridin-11-yl)-N-cyano-1-piperazine-carboximidothioate), O1COC2=C1C=CC(=C2)CN (1 ,3-benzodioxol-5-ylmethylamine). Run in O (water), C(Cl)Cl (CH2Cl2). Run at temperature 100 celsius, time 3 hour. The product is O1COC2=C1C=CC(=C2)CNC(=NC#N)N2CCN(CC2)C2C1=C(SCC=3C2=NC=CC3)C=C(C=C1)Cl (N-[(1,3-Benzodioxol-5-yl)methyl]-4-(8-chloro-5,11-dihydro[1]benzothiepino[4,3-b]pyridin-11-yl)-N'-cyano-1 -piperazine-carboximidamide). RXN SMILES: [Cl:1][C:2]1[CH:28]=[CH:27][C:5]2[CH:6]([N:15]3[CH2:20][CH2:19][N:18]([C:21](SC)=[N:22][C:23]#[N:24])[CH2:17][CH2:16]3)[C:7]3[C:12]([CH2:13][S:14][C:4]=2[CH:3]=1)=[CH:11][CH:10]=[CH:9][N:8]=3.[O:29]1[C:33]2[CH:34]=[CH:35][C:36]([CH2:38][NH2:39])=[CH:37][C:32]=2[O:31][CH2:30]1>O.C(Cl)Cl>[O:29]1[C:33]2[CH:34]=[CH:35][C:36]([CH2:38][NH:39][C:21]([N:18]3[CH2:19][CH2:20][N:15]([CH:6]4[C:7]5=[N:8][CH:9]=[CH:10][CH:11]=[C:12]5[CH2:13][S:14][C:4]5[CH:3]=[C:2]([Cl:1])[CH:28]=[CH:27][C:5]4=5)[CH2:16][CH2:17]3)=[N:22][C:23]#[N:24])=[CH:37][C:32]=2[O:31][CH2:30]1. Procedure: Methyl 4-(8-chloro-5,11-dihydro-[1]benzothiepino[4,3-b]pyridin-11-yl)-N-cyano-1-piperazine-carboximidothioate (184 mg, 0.428 mmol) was combined with 1 ,3-benzodioxol-5-ylmethylamine [piperonylamine] (1.07 ml, 8.56 mmol) in a 10 ml flask, and the mixture was stirred at 100° C. for three hours. The reaction mixture was cooled to room temperature and diluted with water and CH2Cl2. The layers were shaken together and separated, and the aqueous extract was extracted several times with CH2Cl2. The com... The reactants are [BH4-], CO, [Na+], C1CCOC1, CC(C)(C)OC(=O)N1CCC(Nc2nc3ccccc3n2CC(=O)c2ccccc2)CC1, O. Yields the product CC(C)(C)OC(=O)N1CCC(Nc2nc3ccccc3n2CC(O)c2ccccc2)CC1. RXN SMILES: [BH4-:1].[CH3:41][OH:42].[Na+:2].[O:36]1[CH2:37][CH2:38][CH2:39][CH2:40]1.[O:3]=[C:4]([CH2:5][n:6]1[c:7]([NH:15][CH:16]2[CH2:17][CH2:18][N:19]([C:22](=[O:23])[O:24][C:25]([CH3:26])([CH3:27])[CH3:28])[CH2:20][CH2:21]2)[n:8][c:9]2[c:10]1[cH:11][cH:12][cH:13][cH:14]2)[c:29]1[cH:30][cH:31][cH:32][cH:33][cH:34]1.[OH2:35]>>[OH:3][CH:4]([CH2:5][n:6]1[c:7]([NH:15][CH:16]2[CH2:17][CH2:18][N:19]([C:22](=[O:23])[O:24][C:25]([CH3:26])([CH3:27])[CH3:28])[CH2:20][CH2:21]2)[n:8][c:9]2[c:10]1[cH:11][cH:12][cH:13][cH:14]2)[c:29]1[cH:30][cH:31][cH:32][cH:33][cH:34]1. The reactants are Cl.N1C(OC2(C3=C1N=CC=C3)CCNCC2)=O (spiro[piperidin-4,4′-pyrido[2,3-d][1,3]oxazin]-2′(1′H)-one hydrochloride), ClC1=CC(=NC=N1)OC=1C=C(C2=C(NC(=N2)COC)C1)C (6-(6-chloropyrimidin-4-yloxy)-2-(methoxymethyl)-4-methyl-1H-benzo-[d]imidazole), CCN(C(C)C)C(C)C (DIPEA). Solvent: CN(C)C=O (DMF). Product: COCC1=NC2=C(N1)C=C(C=C2C)OC2=CC(=NC=N2)N2CCC1(C3=C(NC(O1)=O)N=CC=C3)CC2 (1-{6-[2-(methoxymethyl)-4-methyl-1H-benzo[d]imidazol-6-yloxy]pyrimidin-4-yl}spiro-(piperidin-4,4′-pyrido[2,3-d][1,3]oxazin)-2′(1′H)-one). As a reaction SMILES: Cl.[NH:2]1[C:7]2[N:8]=[CH:9][CH:10]=[CH:11][C:6]=2[C:5]2([CH2:16][CH2:15][NH:14][CH2:13][CH2:12]2)[O:4][C:3]1=[O:17].Cl[C:19]1[N:24]=[CH:23][N:22]=[C:21]([O:25][C:26]2[CH:27]=[C:28]([CH3:38])[C:29]3[N:33]=[C:32]([CH2:34][O:35][CH3:36])[NH:31][C:30]=3[CH:37]=2)[CH:20]=1.CCN(C(C)C)C(C)C>CN(C=O)C>[CH3:36][O:35][CH2:34][C:32]1[NH:31][C:30]2[CH:37]=[C:26]([O:25][C:21]3[N:22]=[CH:23][N:24]=[C:19]([N:14]4[CH2:13][CH2:12][C:5]5([O:4][C:3](=[O:17])[NH:2][C:7]6[N:8]=[CH:9][CH:10]=[CH:11][C:6]5=6)[CH2:16][CH2:15]4)[CH:20]=3)[CH:27]=[C:28]([CH3:38])[C:29]=2[N:33]=1 |f:0.1|. Procedure: 49 mg (0.19 mmol) spiro[piperidin-4,4′-pyrido[2,3-d][1,3]oxazin]-2′(1′H)-one hydrochloride, 50 mg (0.16 mmol) 6-(6-chloropyrimidin-4-yloxy)-2-(methoxymethyl)-4-methyl-1H-benzo-[d]imidazole and 0.10 mL (0.57 mmol) DIPEA in 2.0 mL DMF were stirred at 40° C. over the weekend. The reaction mixture was purified by preparative HPLC-MS. The fractions containing product were partially evaporated down i.vac. and neutralised with 4M sodium hydroxide solution. The precipitate formed was suction filtered, w... The reactants are BrC=1C=C2CCNC2=CC1 (5-bromoindoline), CCN(C(C)C)C(C)C (DIEA), CN=C=O (methylisocyanate). The solvent is C1CCOC1 (THF). Yields the product BrC=1C=C2CCN(C2=CC1)C(=O)NC (5-bromo-N-methylindoline-1-carboxamide). Yield: 72.6%. Reaction SMILES: [Br:1][C:2]1[CH:3]=[C:4]2[C:8](=[CH:9][CH:10]=1)[NH:7][CH2:6][CH2:5]2.CCN(C(C)C)C(C)C.[CH3:20][N:21]=[C:22]=[O:23]>C1COCC1>[Br:1][C:2]1[CH:3]=[C:4]2[C:8](=[CH:9][CH:10]=1)[N:7]([C:22]([NH:21][CH3:20])=[O:23])[CH2:6][CH2:5]2. Reported procedure: To a solution of 5-bromoindoline (1.0 g, 5.05 mmol) and DIEA (1.9 mL, 11.11 mmol) in THF (40 mL) was added methylisocyanate (346 mg, 6.06 mmol). The reaction was maintained at room temperature for 4 h. The resulting precipitate was filtered and dried under vacuum to afford 5-bromo-N-methylindoline-1-carboxamide (935 mg, 72% yield) as a white solid. 1H NMR (400 MHz, DMSO-d6) δ ppm 7.75 (d, J=8.78 Hz, 1H), 7.17-7.31 (m, 2 H), 6.60 (d, J=4.27 Hz, 1H), 3.85 (t, J=8.78 Hz, 2H), 3.10 (t, J=8.66 Hz, 2H... Reported procedure: A solution of (2S,3S)-3-((benzyloxy)methylamino)-2-(tert-butoxyformamido)butyric acid 9 (2.4 g, 14.8 mmol) in 20 mL methanol was added under nitrogen to a suspension of 10% palladium on charcoal (0.6 g, 25 wt %) in 20 mL methanol in a Parr hydrogenator flask. The mixture was placed on the Parr hydrogenator and hydrogenated at 50 psi for 18 hours. The catalyst was removed by filtration and the filtrate evaporated in vacuo. The residue was then lyophilized, affording 1.55 g of (2S,3S)-3-methylamin... Run in CO (methanol), CO (methanol). Run at time 18 hour. Isolated yield 45.1%. The product is CN[C@H]([C@@H](C(=O)O)NC(=O)OC(C)(C)C)C ((2S,3S)-3-methylamino-2-(tert-butoxyformamido)butyric acid). The reactants are C(C1=CC=CC=C1)OCN[C@H]([C@@H](C(=O)O)NC(=O)OC(C)(C)C)C ((2S,3S)-3-((benzyloxy)methylamino)-2-(tert-butoxyformamido)butyric acid). Reagents/catalysts: [Pd] (palladium on charcoal). As a reaction SMILES: C(O[CH2:9][NH:10][C@@H:11]([CH3:24])[C@H:12]([NH:16][C:17]([O:19][C:20]([CH3:23])([CH3:22])[CH3:21])=[O:18])[C:13]([OH:15])=[O:14])C1C=CC=CC=1>CO.[Pd]>[CH3:9][NH:10][C@@H:11]([CH3:24])[C@H:12]([NH:16][C:17]([O:19][C:20]([CH3:23])([CH3:22])[CH3:21])=[O:18])[C:13]([OH:15])=[O:14]. Starting materials: ClC1=CC=C(CN2C(C=C(C3=CC=CC=C23)C)=O)C=C1 (1-(4-chlorobenzyl)-1,2-dihydro-4-methyl-2-oxoquinoline), [H-].[Na+] (sodium hydride), C(OCC)(OCC)=O (diethyl carbonate), Cl (hydrochloric acid), CO (methanol). Yields the product ClC1=CC=C(CN2C(C=C(C3=CC=CC=C23)CC(=O)O)=O)C=C1 (1-(4-chlorobenzyl)-1,2-dihydro-2-oxoquinol-4-ylacetic acid). Isolated yield 15.0%. Reaction SMILES: [Cl:1][C:2]1[CH:20]=[CH:19][C:5]([CH2:6][N:7]2[C:16]3[C:11](=[CH:12][CH:13]=[CH:14][CH:15]=3)[C:10]([CH3:17])=[CH:9][C:8]2=[O:18])=[CH:4][CH:3]=1.[H-].[Na+].CO.Cl.[C:26](=O)([O:30]CC)[O:27]CC>>[Cl:1][C:2]1[CH:3]=[CH:4][C:5]([CH2:6][N:7]2[C:16]3[C:11](=[CH:12][CH:13]=[CH:14][CH:15]=3)[C:10]([CH2:17][C:26]([OH:30])=[O:27])=[CH:9][C:8]2=[O:18])=[CH:19][CH:20]=1 |f:1.2|. Procedure: A solution of 1-(4-chlorobenzyl)-1,2-dihydro-4-methyl-2-oxoquinoline (18.0g.) in diethyl carbonate (80ml.) was added to a stirred suspension of sodium hydride (15.4g.; weighed as a 60% w/w dispersion in oil, but subsequently washed by decantation with light petroleum, b.p. 40-60° C., to remove the oil) in diethyl carbonate (20ml.). The mixture was stirred under reflux for 11/2 hours, and formed a thick suspension. This was cooled and treated with a small amount of methanol to destroy any remaini... Reactants: BrC(C)CCCC(C)C (2-bromo-6-methyl-heptane), COC=1C=C(C=C(C1)OC)O (3,5-dimethoxy-phenol). The product is CC(CCCC(C)C)OC1=CC(=CC(=C1)OC)OC (1-[(1,5-dimethyl-hexyl)-oxy]-3,5-dimethoxy-benzene). RXN SMILES: Br[CH:2]([CH2:4][CH2:5][CH2:6][CH:7]([CH3:9])[CH3:8])[CH3:3].[CH3:10][O:11][C:12]1[CH:13]=[C:14]([OH:20])[CH:15]=[C:16]([O:18][CH3:19])[CH:17]=1>>[CH3:3][CH:2]([O:20][C:14]1[CH:15]=[C:16]([O:18][CH3:19])[CH:17]=[C:12]([O:11][CH3:10])[CH:13]=1)[CH2:4][CH2:5][CH2:6][CH:7]([CH3:9])[CH3:8]. Procedure details: 2-bromo-6-methyl-heptane was reacted with 3,5-dimethoxy-phenol to obtain 1-[(1,5-dimethyl-hexyl)-oxy]-3,5-dimethoxy-benzene (boiling point = 135°C/0.4 mmHg); Starting materials: IC=1C=C2C(C(NC2=CC1)=O)=O (5-iodo-1H-indole-2,3-dione), OC=1C=C(C(=O)NN)C=CC1 (3-hydroxybenzohydrazide). Run in C(C)(=O)O (acetic acid). Run at temperature 100 celsius. Yields the product OC=1C=C(C(=O)NN=C2C(NC3=CC=C(C=C23)I)=O)C=CC1 (3-Hydroxy-N′-(5-iodo-2-oxo-1,2-dihydro-3H-indol-3-ylidene)benzohydrazide). Isolated yield 65.0%. As a reaction SMILES: [I:1][C:2]1[CH:3]=[C:4]2[C:8](=[CH:9][CH:10]=1)[NH:7][C:6](=[O:11])[C:5]2=O.[OH:13][C:14]1[CH:15]=[C:16]([CH:21]=[CH:22][CH:23]=1)[C:17]([NH:19][NH2:20])=[O:18]>C(O)(=O)C>[OH:13][C:14]1[CH:15]=[C:16]([CH:21]=[CH:22][CH:23]=1)[C:17]([NH:19][N:20]=[C:5]1[C:4]2[C:8](=[CH:9][CH:10]=[C:2]([I:1])[CH:3]=2)[NH:7][C:6]1=[O:11])=[O:18]. Reported procedure: Following the general method as outlined in Example 1, into a suspension of 5-iodo-1H-indole-2,3-dione in acetic acid was added 3-hydroxybenzohydrazide. After stirring at 100° C., the reaction mixture was cooled to rt and a yellow solid precipitated out. Filtration on a fritté, washing with AcOH, water and drying under vacuo at 60° C. overnight gave 133 mg of the title compound (65%) as a yellow solid in 99.4% purity by HPLC (Rt: 4.83, gradient of 10 min, MaxPlot detection between 230 and 400 nm... Reactants: CC1(CC(C=2C=C(C(=NC2C1)C1=CC=C(C=C1)C1(CCC1)NC(OC(C)(C)C)=O)C1=CC=CC=C1)=O)C (Tert-butyl (1-(4-(7,7-dimethyl-5-oxo-3-phenyl-5,6,7,8-tetrahydroquinolin-2-yl)phenyl)cyclobutyl)carbamate), CC(C(=O)O)C.CN(C=O)C (dimethylformamide dimethyl acetate). Reaction conditions: temperature 100 celsius, time 1 hour. Product: C(C)(C)(C)OC(NC1(CCC1)C1=CC=C(C=C1)C1=NC=2CC(C(C(C2C=C1C1=CC=CC=C1)=O)=CN(C)C)(C)C)=O (tert-butyl(1-(4-(6-((dimethylamino)methylene)-7,7-dimethyl-5-oxo-3phenyl-5,6,7,8-tetrahydroquinolin-2-yl)phenyl)cyclobutyl)carbamate). The yield is 76.0%. RXN SMILES: [CH3:1][C:2]1([CH3:37])[CH2:11][C:10]2[N:9]=[C:8]([C:12]3[CH:17]=[CH:16][C:15]([C:18]4([NH:22][C:23](=[O:29])[O:24][C:25]([CH3:28])([CH3:27])[CH3:26])[CH2:21][CH2:20][CH2:19]4)=[CH:14][CH:13]=3)[C:7]([C:30]3[CH:35]=[CH:34][CH:33]=[CH:32][CH:31]=3)=[CH:6][C:5]=2[C:4](=[O:36])[CH2:3]1.CC(C)C(O)=O.[CH3:44][N:45]([CH3:48])[CH:46]=O>>[C:25]([O:24][C:23](=[O:29])[NH:22][C:18]1([C:15]2[CH:14]=[CH:13][C:12]([C:8]3[C:7]([C:30]4[CH:35]=[CH:34][CH:33]=[CH:32][CH:31]=4)=[CH:6][C:5]4[C:4](=[O:36])[C:3](=[CH:44][N:45]([CH3:48])[CH3:46])[C:2]([CH3:37])([CH3:1])[CH2:11][C:10]=4[N:9]=3)=[CH:17][CH:16]=2)[CH2:21][CH2:20][CH2:19]1)([CH3:26])([CH3:27])[CH3:28] |f:1.2|. Procedure details: Tert-butyl (1-(4-(7,7-dimethyl-5-oxo-3-phenyl-5,6,7,8-tetrahydroquinolin-2-yl)phenyl)cyclobutyl)carbamate (1 g, 2 mmol) was dissolved in 10 ml of anhydrous N,N-dimethylfomamide dimethylformamide dimethyl acetate. The resulting mixture was heated to 100° C. under a nitrogen atmosphere for 48 hours. TLC and LC-MS analysis showed complete consumption of the starting material. The reaction mixture was concentrated to dryness under reduced pressure. The crude residue was slurried in n-hexane (10 ml) ... Starting materials: C(Cl)Cl.CCCCCC (CH2Cl2 hexane), [Na] (sodium), [N+](=O)([O-])C1=CC=C(C(=C1)OC)O (5-nitroguaiacol), C(C=C)Br (allyl bromide), CN(C)C=O (DMF). Reaction conditions: temperature 65 celsius. Product: C(C=C)OC=1C(=C(C=CC1)[N+](=O)[O-])OC (3-Allyloxy-methoxynitrobenzene). As a reaction SMILES: [Na].[N+:2]([C:5]1[CH:10]=[C:9]([O:11][CH3:12])[C:8](O)=[CH:7][CH:6]=1)([O-:4])=[O:3].C(Br)[CH:15]=[CH2:16].C(Cl)Cl.CCCCCC.CN([CH:30]=[O:31])C>>[CH2:12]([O:11][C:9]1[C:10]([O:31][CH3:30])=[C:5]([N+:2]([O-:4])=[O:3])[CH:6]=[CH:7][CH:8]=1)[CH:15]=[CH2:16] |f:3.4,^1:0|. Procedure: 97.5 g (0.51 mole) of the sodium salt of 5-nitroguaiacol was dissolved in one Vliter of DMF and 1.5 equivalents of allyl bromide added. The reaction was heated to 65° C. for two hours, after which time much of the dark color had discharged and tic (1:1 CH2Cl2/hexane) indicated loss of starting material. The solvent was concentrated in vacuum and the residue washed with water. The product was isolated by filtration and dried in a vacuum. This gave 112 g of pale yellow solid. A sample recrystalliz...